Dataset: the Open Reaction Database (ORD), a public repository of structured organic reaction records. Task: describe an organic reaction: reactants, conditions, products, and yield Reactants: C(C)(C)(C)C1=NC(=CC(=N1)N1CCN(CC1)CCCOC(C)=O)C1CC1 (acetic acid 3-[4-(2-tert-butyl-6-cyclopropyl-pyrimidin-4-yl)-piperazin-1-yl]-propyl ester), [OH-].[Li+] (lithium hydroxide). Run in O1CCCC1 (tetrahydrofuran), O (water). Product: C(C)(C)(C)C1=NC(=CC(=N1)N1CCN(CC1)CCCO)C1CC1 (3-[4-(2-tert-Butyl-6-cyclopropyl-pyrimidin-4-yl)-piperazin-1-yl]-propan-1-ol). Isolated yield 30.8%. As a reaction SMILES: [C:1]([C:5]1[N:10]=[C:9]([N:11]2[CH2:16][CH2:15][N:14]([CH2:17][CH2:18][CH2:19][O:20]C(=O)C)[CH2:13][CH2:12]2)[CH:8]=[C:7]([CH:24]2[CH2:26][CH2:25]2)[N:6]=1)([CH3:4])([CH3:3])[CH3:2].[OH-].[Li+]>O1CCCC1.O>[C:1]([C:5]1[N:10]=[C:9]([N:11]2[CH2:12][CH2:13][N:14]([CH2:17][CH2:18][CH2:19][OH:20])[CH2:15][CH2:16]2)[CH:8]=[C:7]([CH:24]2[CH2:26][CH2:25]2)[N:6]=1)([CH3:4])([CH3:2])[CH3:3] |f:1.2|. Procedure details: 3.7 g of acetic acid 3-[4-(2-tert-butyl-6-cyclopropyl-pyrimidin-4-yl)-piperazin-1-yl]-propyl ester (10.2 mmol) and 0.4 g of lithium hydroxide (16.7 mmol) were stirred overnight in 20 ml of tetrahydrofuran and 20 ml of water. The reaction mixture was partitioned between water and ethyl acetate. The organic layer was dried over magnesium sulfate, filtered, and the solvent was evaporated. The crude product was purified by chromatography on silica gel using dichloromethane-methanol (0-8%) as eluent ... The reactants are [Al+3], CC(=O)N1CCC(C(=O)Cl)CC1, [Cl-], [Cl-], [Cl-], Clc1cccc(Cl)c1. Product: CC(=O)N1CCC(C(=O)c2ccc(Cl)cc2Cl)CC1. RXN SMILES: [Al+3:2].[C:5]([CH3:6])(=[O:7])[N:8]1[CH2:9][CH2:10][CH:11]([C:12](=[O:13])[Cl:14])[CH2:15][CH2:16]1.[Cl-:1].[Cl-:3].[Cl-:4].[Cl:17][c:18]1[cH:19][cH:20][cH:21][c:22]([Cl:23])[cH:24]1>>[C:5]([CH3:6])(=[O:7])[N:8]1[CH2:9][CH2:10][CH:11]([C:12](=[O:13])[c:21]2[cH:20][cH:19][c:18]([Cl:17])[cH:24][c:22]2[Cl:23])[CH2:15][CH2:16]1. As a reaction SMILES: [CH2:22]([O:23][CH2:24][CH3:25])[CH3:26].[ClH:1].[ClH:2].[NH2:3][CH:4]([CH2:5][CH2:6][CH2:7][CH2:8][NH2:9])[C:10](=[O:11])[NH:12][CH:13]([CH2:14][CH2:15][CH2:16][CH2:17][NH2:18])[C:19](=[O:20])[OH:21].[OH:27][C:28](=[O:29])[C:30]([F:31])([F:32])[F:33]>>[NH2:3][CH:4]([CH2:5][CH2:6][CH2:7][CH2:8][NH2:9])[C:10](=[O:11])[NH:12][CH:13]([CH2:14][CH2:15][CH2:16][CH2:17][NH2:18])[C:19](=[O:20])[OH:21].[O:27]=[C:28]([O-:29])[C:30]([F:31])([F:32])[F:33]. Product: NCCCCC(N)C(=O)NC(CCCCN)C(=O)O, O=C([O-])C(F)(F)F. The reactants are CCOCC, Cl, Cl, NCCCCC(N)C(=O)NC(CCCCN)C(=O)O, O=C(O)C(F)(F)F. Starting materials: FC1=CC=C(C=C1)C1=C(C(SC1C1=CC=CC=C1)C(C)C)C(=O)OCC (4-(4-fluorophenyl)-2,5-dihydro 2-isopropyl-5-phenyl-3-thiophenecarboxylic acid, ethyl ester), C(C)(C)C1SC(C(=C1C(=O)OCC)C1=CC=C(C=C1)F)C1=CC=C(C=C1)Cl (2-isopropyl-5-(4-chlorophenyl)-4-(4-fluorophenyl)-2,5-dihydro-3-thiophenecarboxylic acid, ethyl ester). Yields the product C(C)(C)C=1SC(=C(C1C(=O)OCC)C1=CC=C(C=C1)F)C1=CC=C(C=C1)Cl (2-Isopropyl-5-(4-chlorophenyl)-4-(4-fluorophenyl)-3-thienylcarboxylic acid, ethyl ester). As a reaction SMILES: FC1C=CC(C2C(C3C=CC=CC=3)SC(C(C)C)C=2C(OCC)=O)=CC=1.[CH:27]([CH:30]1[C:34]([C:35]([O:37][CH2:38][CH3:39])=[O:36])=[C:33]([C:40]2[CH:45]=[CH:44][C:43]([F:46])=[CH:42][CH:41]=2)[CH:32]([C:47]2[CH:52]=[CH:51][C:50]([Cl:53])=[CH:49][CH:48]=2)[S:31]1)([CH3:29])[CH3:28]>>[CH:27]([C:30]1[S:31][C:32]([C:47]2[CH:52]=[CH:51][C:50]([Cl:53])=[CH:49][CH:48]=2)=[C:33]([C:40]2[CH:45]=[CH:44][C:43]([F:46])=[CH:42][CH:41]=2)[C:34]=1[C:35]([O:37][CH2:38][CH3:39])=[O:36])([CH3:28])[CH3:29]. Procedure: Repeating the procedure described in Step 6 of Prep. 3, above, but using in place of the 4-(4-fluorophenyl)-2,5-dihydro 2-isopropyl-5-phenyl-3-thiophenecarboxylic acid, ethyl ester product thereof, an approximately equivalent amount of the refined product of Step 7 of this preparation, above, there is accordingly obtained the title product of this preparation. Reactants: CN1N=C(C=C1)NC(=O)C1=NC(=CC=C1NC=1C=NC=CC1)C (6-Methyl-3-(pyridin-3-ylamino)-pyridine-2-carboxylic acid (1-methyl-1H-pyrazol-3-yl)-amide), BrC=1C=C(C=NC1)C#N (5-Bromo-3-cyanopyridine). Product: CN1N=C(C=C1)NC(=O)C1=NC(=CC=C1NC=1C=NC=C(C1)C#N)C (3-(5-Cyano-pyridin-3-ylamino)-6-methyl-pyridine-2-carboxylic acid (1-methyl-1H-pyrazol-3-yl)-amide). Reaction SMILES: [CH3:1][N:2]1[CH:6]=[CH:5][C:4]([NH:7][C:8]([C:10]2[C:15]([NH:16][C:17]3[CH:18]=[N:19][CH:20]=[CH:21][CH:22]=3)=[CH:14][CH:13]=[C:12]([CH3:23])[N:11]=2)=[O:9])=[N:3]1.BrC1C=C(C#N)[CH:28]=[N:29]C=1>>[CH3:1][N:2]1[CH:6]=[CH:5][C:4]([NH:7][C:8]([C:10]2[C:15]([NH:16][C:17]3[CH:18]=[N:19][CH:20]=[C:21]([C:28]#[N:29])[CH:22]=3)=[CH:14][CH:13]=[C:12]([CH3:23])[N:11]=2)=[O:9])=[N:3]1. Reported procedure: The title compound, was prepared from 3-Amino-6-methyl-pyridine-2-carboxylic acid (1-methyl-1H-pyrazol-3-yl)-amide (example 16) in accordance with the general method of example 20 using 5-Bromo-3-cyanopyridine instead of 3-Bromo-4-methylpyridine to yield the final compound as a light yellow solid, MS (ISP): m/e=334.3 (M+H+). The reactants are CCOC(=O)C(CC(=O)O)c1nc(-n2ccnc2)ns1, CCOC(C)=O, ClCCl, NCCc1ccc2c(c1)OCO2. The product is CCOC(=O)C(CC(=O)NCCc1ccc2c(c1)OCO2)c1nc(-n2ccnc2)ns1. Reaction SMILES: [CH2:1]([CH3:2])[O:3][C:4]([CH:5]([CH2:6][C:7](=[O:8])[OH:9])[c:10]1[n:11][c:12](-[n:15]2[cH:16][n:17][cH:18][cH:19]2)[n:13][s:14]1)=[O:20].[CH3:36][CH2:37][O:38][C:39]([CH3:40])=[O:41].[Cl:21][CH2:22][Cl:23].[O:24]1[CH2:25][O:26][c:27]2[c:28]1[cH:29][cH:30][c:31]([CH2:33][CH2:34][NH2:35])[cH:32]2>>[CH2:1]([CH3:2])[O:3][C:4]([CH:5]([CH2:6][C:7](=[O:9])[NH:35][CH2:34][CH2:33][c:31]1[cH:30][cH:29][c:28]2[c:27]([cH:32]1)[O:26][CH2:25][O:24]2)[c:10]1[n:11][c:12](-[n:15]2[cH:16][n:17][cH:18][cH:19]2)[n:13][s:14]1)=[O:20].